Dataset: the Open Reaction Database (ORD), a public repository of structured organic reaction records. Task: describe an organic reaction: reactants, conditions, products, and yield Reactants: C(C1=CC=CC=C1)OC(C(Cl)B(O)O)C.C12(C(CCC(C1(C)C)C2)(C)O)O (Pinanediol (2-benzyloxy-1-chloropropyl)boronate), [Li+].C[Si](C)(C)[N-][Si](C)(C)C (LiHMDS). The solvent is C1CCOC1 (THF), C1CCOC1 (THF). Reaction conditions: temperature -78 celsius, time 1 hour. The product is C(C1=CC=CC=C1)OC(C(N)B(O)O)C.C12(C(CCC(C1(C)C)C2)(C)O)O.Cl (Pinanediol (2-benzyloxy-1-aminopropyl)boronate·HCl). Yield: 63.0%. Reaction SMILES: [CH2:1]([O:8][CH:9]([CH3:15])[CH:10]([B:12]([OH:14])[OH:13])[Cl:11])[C:2]1[CH:7]=[CH:6][CH:5]=[CH:4][CH:3]=1.[C:16]12([OH:27])[CH2:24][CH:20]([C:21]1([CH3:23])[CH3:22])[CH2:19][CH2:18][C:17]2([OH:26])[CH3:25].[Li+].C[Si]([N-:33][Si](C)(C)C)(C)C>C1COCC1>[CH2:1]([O:8][CH:9]([CH3:15])[CH:10]([B:12]([OH:14])[OH:13])[NH2:33])[C:2]1[CH:7]=[CH:6][CH:5]=[CH:4][CH:3]=1.[C:16]12([OH:27])[CH2:24][CH:20]([C:21]1([CH3:23])[CH3:22])[CH2:19][CH2:18][C:17]2([OH:26])[CH3:25].[ClH:11] |f:0.1,2.3,5.6.7|. Procedure details: Pinanediol (2-benzyloxy-1-chloropropyl)boronate, dissolved (3.85 g, 10.6 mmol)) in THF (60 mL), was added to a solution of LiHMDS (10.6 mmol) in THF at −78° C. The solution was stirred for 1 h at −78° C. and allowed to warm to room temperature. Solvent was evaporated and the residue redissolved in hexanes (120 mL). The solid was filtered and the filtrate recooled to −78° C., and a solution of HCl in 1,4-dioxane (4 N, 8.0 mL) was added. The solution was allowed to warm to room temperature while s...